This data is from the Open Reaction Database (ORD), a public repository of structured organic reaction records. The task is: describe an organic reaction: reactants, conditions, products, and yield The reactants are CC(c1ccc(Br)cc1)N1CCC(CCCO)(c2ccccc2)OC1=O, O=C1CCCN1. As a reaction SMILES: [Br:1][c:2]1[cH:3][cH:4][c:5]([CH:8]([CH3:9])[N:10]2[C:11](=[O:26])[O:12][C:13]([c:16]3[cH:17][cH:18][cH:19][cH:20][cH:21]3)([CH2:22][CH2:23][CH2:24][OH:25])[CH2:14][CH2:15]2)[cH:6][cH:7]1.[O:27]=[C:28]1[CH2:29][CH2:30][CH2:31][NH:32]1>>[Br:1][c:2]1[cH:3][cH:4][c:5]([CH:8]([CH3:9])[N:10]2[C:11](=[O:26])[O:12][C:13]([c:16]3[cH:17][cH:18][cH:19][cH:20][cH:21]3)([CH2:22][CH2:23][CH2:24][N:32]3[C:28](=[O:27])[CH2:29][CH2:30][CH2:31]3)[CH2:14][CH2:15]2)[cH:6][cH:7]1. Yields the product CC(c1ccc(Br)cc1)N1CCC(CCCN2CCCC2=O)(c2ccccc2)OC1=O.